This data is from the Open Reaction Database (ORD), a public repository of structured organic reaction records. The task is: describe an organic reaction: reactants, conditions, products, and yield The reactants are CC(=O)O[C@@H]1C[C@]2([C@@H](CC[C@@H]2O)C3=C1[C@@]4(C=5C(=COC5C3=O)C(=O)O[C@@H]4COC)C)C (17-hydroxywortmannin), C1(CCCCC1)NC (cyclohexyl-methyl-amine), C(Cl)Cl (CH2Cl2). Conditions: time 8 hour. Yields the product C(C)(=O)O[C@@H]1C[C@@]2([C@H](CCC2C=2C(C(=C3\C(\C(O[C@@H]([C@@]3(C21)C)COC)=O)=C/N(C)C2CCCCC2)O)=O)O)C ((1E,4S,4aR,5R,6aS,7S)-1-{[cyclohexyl(methyl)amino]methylene}-7,11-dihydroxy-4-(methoxymethyl)-4a,6a-dimethyl-2,10-dioxo-1,2,4,4a,5,6,6a,7,8,9,9a,10-dodecahydroindeno[4,5-h]isochromen-5-yl acetate). Isolated yield 46.0%. Reaction SMILES: [CH3:1][C:2]([O:4][C@H:5]1[C:14]2[C@@:15]3([CH3:30])[C@@H:26]([CH2:27][O:28][CH3:29])[O:25][C:23](=[O:24])[C:17]4=C[O:19][C:20]([C:21](=[O:22])[C:13]=2[C@@H:8]2[CH2:9][CH2:10][C@H:11]([OH:12])[C@@:7]2([CH3:31])[CH2:6]1)=[C:16]34)=[O:3].[CH:32]1([NH:38][CH3:39])[CH2:37][CH2:36][CH2:35][CH2:34][CH2:33]1.[CH2:40](Cl)Cl>>[C:2]([O:4][C@H:5]1[C:14]2[C@:15]3([CH3:30])[C:16](/[C:17](=[CH:39]\[N:38]([CH:32]4[CH2:37][CH2:36][CH2:35][CH2:34][CH2:33]4)[CH3:40])/[C:23](=[O:24])[O:25][C@@H:26]3[CH2:27][O:28][CH3:29])=[C:20]([OH:19])[C:21](=[O:22])[C:13]=2[CH:8]2[C@@:7]([CH3:31])([C@@H:11]([OH:12])[CH2:10][CH2:9]2)[CH2:6]1)(=[O:3])[CH3:1]. Procedure details: To a solution of 50 mg (0.12 mmol) 17-hydroxywortmannin in 0.5 mL CH2Cl2 is added 27.2 mg (0.24 mmol) cyclohexyl-methyl-amine. The reaction mixture is stirred at room temperature overnight. CH2Cl2 is removed in vacuo. The residue is triturated with Et2O to give 30 mg (46%) product as an orange powder. MS (ESI) m/z 544.25 (M+1). The reactants are CNN, CN(C)C=O, Cn1c(CON2C(=O)c3ccccc3C2=O)ncc(O)c1=O. Product: Cn1c(CON)ncc(O)c1=O. Reaction SMILES: [CH3:1][NH:2][NH2:3].[CH3:26][N:27]([CH3:28])[CH:29]=[O:30].[OH:4][c:5]1[c:6](=[O:25])[n:7]([CH3:24])[c:8]([CH2:11][O:12][N:13]2[C:14](=[O:15])[c:16]3[cH:17][cH:18][cH:19][cH:20][c:21]3[C:22]2=[O:23])[n:9][cH:10]1>>[OH:4][c:5]1[c:6](=[O:25])[n:7]([CH3:24])[c:8]([CH2:11][O:12][NH2:13])[n:9][cH:10]1.